Dataset: the Open Reaction Database (ORD), a public repository of structured organic reaction records. Task: describe an organic reaction: reactants, conditions, products, and yield As a reaction SMILES: [CH:14]([Cl:15])([Cl:16])[Cl:17].[n:1]1[cH:2][cH:3][c:4]([CH:11]([CH3:12])[OH:13])[c:5]2[cH:6][cH:7][cH:8][cH:9][c:10]12>>[n:1]1[cH:2][cH:3][c:4]([CH:11]([CH3:12])[Cl:15])[c:5]2[cH:6][cH:7][cH:8][cH:9][c:10]12. The reactants are ClC(Cl)Cl, CC(O)c1ccnc2ccccc12. Product: CC(Cl)c1ccnc2ccccc12. The reactants are COC1=CC(=C(N(OC(C(C)O)C)OC(C(C)O)C)C=C1)CCC (4-methoxy-N,N-di(2-hydroxy-3-butoxy)-propyl aniline), N1=CC=CC=C1 (pyridine), CN(C)C1=NC=CC=C1 (dimethylaminopyridine), C1(=CC=CC=C1)P(Cl)Cl (phenylphosphonous dichloride), C(CCC)OCC1OP(OC(CN(C1)C1=CC=C(C=C1)OCCCCCCCCCCCC)COCCCC)(C1=CC=CC=C1)=O (4,8-bis-butoxymethyl-6-(4-dodecyloxy-phenyl)-2-phenyl-[1,3,6,2]dioxazaphosphocane-2-oxide), colourless liquid. Run in ClCCl (dichloromethane). Product: C(CCC)OCC1OP(OC(CN(C1)C1=CC=C(C=C1)OC)COCCCC)(C1=CC=CC=C1)=O (4,8-bis-butoxymethyl-6-(4-methoxy-phenyl)-2-phenyl-[1,3,6,2]dioxazaphosphocane-2-oxide). Isolated yield 24.0%. RXN SMILES: COC1C=CC(N(OC(C)C(O)C)OC(C)C(O)C)=C(CCC)C=1.N1C=CC=CC=1.CN(C1C=CC=CN=1)C.C1(P(Cl)Cl)C=CC=CC=1.[CH2:49]([O:53][CH2:54][CH:55]1[CH2:62][N:61]([C:63]2[CH:68]=[CH:67][C:66]([O:69][CH2:70]CCCCCCCCCCC)=[CH:65][CH:64]=2)[CH2:60][CH:59]([CH2:82][O:83][CH2:84][CH2:85][CH2:86][CH3:87])[O:58][P:57](=[O:94])([C:88]2[CH:93]=[CH:92][CH:91]=[CH:90][CH:89]=2)[O:56]1)[CH2:50][CH2:51][CH3:52]>ClCCl>[CH2:84]([O:83][CH2:82][CH:59]1[CH2:60][N:61]([C:63]2[CH:68]=[CH:67][C:66]([O:69][CH3:70])=[CH:65][CH:64]=2)[CH2:62][CH:55]([CH2:54][O:53][CH2:49][CH2:50][CH2:51][CH3:52])[O:56][P:57](=[O:94])([C:88]2[CH:89]=[CH:90][CH:91]=[CH:92][CH:93]=2)[O:58]1)[CH2:85][CH2:86][CH3:87]. Reported procedure: It is prepared from 4-methoxy-N,N-di(2-hydroxy-3-butoxy)-propyl aniline (1.91 g, 5 mmol), pyridine (1.2 g, 15 mmol), dimethylaminopyridine (0.2 g) and phenylphosphonous dichloride (1 g, 5.1 mmol) in dichloromethane as described for compound 200 to obtain a colourless liquid 0.6 g (24%) and its isomer 0.6 g (24% a colourless liquid). The reactants are CC1(OCCC2=C1NC1=CC=CC=C21)C2C(OCC2)=O (Dihydro-3-(1,3,4,9-tetrahydro-1-methylpyrano[3,4-b]indol-1-yl)-2(3H)-furanone), CN (methylamine-). The solvent is [Cl-].[Na+].O (brine), O1CCCC1 (tetrahydrofuran). Product: CNC(C(C1(OCCC2=C1NC1=CC=CC=C21)C)CCO)=O (N,1-Dimethyl-α-(2-hydroxyethyl)-1,3,4,9-tetrahydropyrano[3,4-b]indole-1-acetamide). RXN SMILES: [CH3:1][C:2]1([CH:15]2[CH2:19][CH2:18][O:17][C:16]2=[O:20])[C:7]2[NH:8][C:9]3[C:14]([C:6]=2[CH2:5][CH2:4][O:3]1)=[CH:13][CH:12]=[CH:11][CH:10]=3.[CH3:21][NH2:22]>O1CCCC1.[Cl-].[Na+].O>[CH3:21][NH:22][C:16](=[O:20])[CH:15]([CH2:19][CH2:18][OH:17])[C:2]1([CH3:1])[C:7]2[NH:8][C:9]3[C:14]([C:6]=2[CH2:5][CH2:4][O:3]1)=[CH:13][CH:12]=[CH:11][CH:10]=3 |f:3.4.5|. Procedure details: A solution of 4,5-dihydro-3-(1,3,4,9-tetrahydro-1-methylpyrano[3,4-b]indole-1-yl)-2(3H)-furanone (described in Example 1, 20 g, 0.074 mole) in tetrahydrofuran (200 ml) and 40% aqueous methylamine-(200 ml)-is refluxed for 24 hr. The reaction mixture is diluted with brine and extracted with diethyl ether. The organic extracts are washed with brine, dried over magnesium sulfate and evaporated. The residue is subjected to chromatography on silica gel using acetone-benzene (1:2). The eluates are evap... Starting materials: CS(=O)(=O)N1CCC(=CC1)C=1C=C2C(=CN1)OC1(CC3(CCNCC3)C1)C2 (5-(1-methanesulfonyl-1,2,3,6-tetrahydro-pyridin-4-yl)-dispiro[2,3-dihydrofuro[2,3-c]pyridine-2,1′-cyclobutane-3′,4″-piperidine]), ClC1=NC=C(C=N1)C1CC1 (2-chloro-5-cyclopropyl-pyrimidine). Product: C1(CC1)C=1C=NC(=NC1)N1CCC2(CC1)CC1(C2)CC=2C(=CN=C(C2)C=2CCN(CC2)S(=O)(=O)C)O1 (1″-(5-Cyclopropyl-pyrimidin-2-yl)-5-(1-methanesulfonyl-1,2,3,6-tetrahydro-pyridin-4-yl)-dispiro[2,3-dihydrofuro[2,3-c]pyridine-2,1′-cyclobutane-3′,4″-piperidine]). As a reaction SMILES: [CH3:1][S:2]([N:5]1[CH2:10][CH:9]=[C:8]([C:11]2[CH:12]=[C:13]3[CH2:27][C:18]4([CH2:26][C:20]5([CH2:25][CH2:24][NH:23][CH2:22][CH2:21]5)[CH2:19]4)[O:17][C:14]3=[CH:15][N:16]=2)[CH2:7][CH2:6]1)(=[O:4])=[O:3].Cl[C:29]1[N:34]=[CH:33][C:32]([CH:35]2[CH2:37][CH2:36]2)=[CH:31][N:30]=1>>[CH:35]1([C:32]2[CH:31]=[N:30][C:29]([N:23]3[CH2:22][CH2:21][C:20]4([CH2:19][C:18]5([O:17][C:14]6=[CH:15][N:16]=[C:11]([C:8]7[CH2:9][CH2:10][N:5]([S:2]([CH3:1])(=[O:4])=[O:3])[CH2:6][CH:7]=7)[CH:12]=[C:13]6[CH2:27]5)[CH2:26]4)[CH2:25][CH2:24]3)=[N:34][CH:33]=2)[CH2:37][CH2:36]1. Procedure: The title compound is prepared from 5-(1-methanesulfonyl-1,2,3,6-tetrahydro-pyridin-4-yl)-dispiro[2,3-dihydrofuro[2,3-c]pyridine-2,1′-cyclobutane-3′,4″-piperidine] (HCl salt) and 2-chloro-5-cyclopropyl-pyrimidine following a procedure analogous to that described for Example 15. LC (method 3): tR=0.85 min; Mass spectrum (ESI+): m/z=508 [M+H]+. Starting materials: CCO, O=c1c(Cl)c(Cl)cnn1-c1ccc(Cl)cc1, [K+], [OH-], O. Yields the product O=c1c(Cl)c(O)cnn1-c1ccc(Cl)cc1. Reaction SMILES: [CH3:19][CH2:20][OH:21].[Cl:3][c:4]1[c:5](=[O:18])[n:6](-[c:11]2[cH:12][cH:13][c:14]([Cl:17])[cH:15][cH:16]2)[n:7][cH:8][c:9]1[Cl:10].[K+:2].[OH-:1].[OH2:22]>>[Cl:3][c:4]1[c:5](=[O:18])[n:6](-[c:11]2[cH:12][cH:13][c:14]([Cl:17])[cH:15][cH:16]2)[n:7][cH:8][c:9]1[OH:21].